Dataset: the Open Reaction Database (ORD), a public repository of structured organic reaction records. Task: describe an organic reaction: reactants, conditions, products, and yield The reactants are OC1=C(C(=O)C2=C(C(=C(C=C2)OCC)Cl)Cl)C=CC=C1 (4-(2-hydroxybenzoyl)-2,3-dichlorophenetole), [Cl-].[Al+3].[Cl-].[Cl-] (aluminum chloride). Solvent: C(Cl)Cl (methylene chloride). Yields the product OC1=C(C(=O)C2=C(C(=C(C=C2)O)Cl)Cl)C=CC=C1 (4-(2-Hydroxybenzoyl)-2,3-dichlorophenol). Reaction SMILES: [OH:1][C:2]1[CH:20]=[CH:19][CH:18]=[CH:17][C:3]=1[C:4]([C:6]1[CH:11]=[CH:10][C:9]([O:12]CC)=[C:8]([Cl:15])[C:7]=1[Cl:16])=[O:5].[Cl-].[Al+3].[Cl-].[Cl-]>C(Cl)Cl>[OH:1][C:2]1[CH:20]=[CH:19][CH:18]=[CH:17][C:3]=1[C:4]([C:6]1[CH:11]=[CH:10][C:9]([OH:12])=[C:8]([Cl:15])[C:7]=1[Cl:16])=[O:5] |f:1.2.3.4|. Reported procedure: 4-(2-Hydroxybenzoyl)-2,3-dichlorophenol was prepared by heating 4-(2-hydroxybenzoyl)-2,3-dichlorophenetole with 3 molar equivalents of aluminum chloride in methylene chloride for 16 hrs.; m.p. 200°-202° C. Reactants: C(C)(C)N(CC)C(C)C (Diisopropylethylamine), BrC1=CC=C(C=C1)S(=O)(=O)Cl (4-bromobenzenesulfonyl chloride), C(C)(C)(C)OC(=O)N1CCNCC1 (1-(tert-butoxycarbonyl)piperazine). The solvent is C(Cl)Cl (methylene chloride). Conditions: time 30 minute. Product: BrC1=CC=C(C=C1)S(=O)(=O)N1CCN(CC1)C(=O)OC(C)(C)C (1-(4-Bromophenylsulfonyl)-4-(tert-butoxycarbonyl)piperazine). Reaction SMILES: C(N(C(C)C)CC)(C)C.[Br:10][C:11]1[CH:16]=[CH:15][C:14]([S:17](Cl)(=[O:19])=[O:18])=[CH:13][CH:12]=1.[C:21]([O:25][C:26]([N:28]1[CH2:33][CH2:32][NH:31][CH2:30][CH2:29]1)=[O:27])([CH3:24])([CH3:23])[CH3:22]>C(Cl)Cl>[Br:10][C:11]1[CH:16]=[CH:15][C:14]([S:17]([N:31]2[CH2:30][CH2:29][N:28]([C:26]([O:25][C:21]([CH3:24])([CH3:23])[CH3:22])=[O:27])[CH2:33][CH2:32]2)(=[O:19])=[O:18])=[CH:13][CH:12]=1. Reported procedure: Diisopropylethylamine (4.00 ml) was added to a solution of 4-bromobenzenesulfonyl chloride (3.00 g) and 1-(tert-butoxycarbonyl)piperazine (2.40 g) in methylene chloride (50 ml) at room temperature. After stirring at room temperature for 30 minutes, the reaction mixture was concentrated under reduced pressure. The residue thus obtained was purified by chromatography on a silica gel column (hexane:ethyl acetate=4:1→1:1), followed by reprecipitation in a hexane—methylene chloride system, whereby th... Reactants: COC1=CC=C(C=C1)NC(C1=C(C=CC=C1C)[N+](=O)[O-])=O (N-(4-methoxyphenyl)-2-nitro-6-methylbenzamide), amine, amine, C(C)(C)(C)C1=CC=C(C(=O)Cl)C=C1 (4-tert-butylbenzoyl chloride). Procedure: Using the procedure described in Example 93, Part B, N-(4-methoxyphenyl)-2-nitro-6-methylbenzamide (1.05 mmol) was reduced to the corresponding amine. Using the procedure described in Example 93, Part A, the amine was reacted with 4-tert-butylbenzoyl chloride (1.05 mmol) to yield 72 mg (17%) of the title compound. Yield: 16.5%. Yields the product C(C)(C)(C)C1=CC=C(C(=O)NC2=C(C(=O)NC3=CC=C(C=C3)OC)C(=CC=C2)C)C=C1 (2-[(4-tert-Butylbenzoyl)amino]-N-(4-methoxyphenyl)-6-methylbenzamide). Reaction SMILES: [CH3:1][O:2][C:3]1[CH:8]=[CH:7][C:6]([NH:9][C:10](=[O:21])[C:11]2[C:16]([CH3:17])=[CH:15][CH:14]=[CH:13][C:12]=2[N+:18]([O-])=O)=[CH:5][CH:4]=1.[C:22]([C:26]1[CH:34]=[CH:33][C:29]([C:30](Cl)=[O:31])=[CH:28][CH:27]=1)([CH3:25])([CH3:24])[CH3:23]>>[C:22]([C:26]1[CH:27]=[CH:28][C:29]([C:30]([NH:18][C:12]2[CH:13]=[CH:14][CH:15]=[C:16]([CH3:17])[C:11]=2[C:10]([NH:9][C:6]2[CH:7]=[CH:8][C:3]([O:2][CH3:1])=[CH:4][CH:5]=2)=[O:21])=[O:31])=[CH:33][CH:34]=1)([CH3:25])([CH3:23])[CH3:24].